Dataset: the Open Reaction Database (ORD), a public repository of structured organic reaction records. Task: describe an organic reaction: reactants, conditions, products, and yield Starting materials: Cl.NO (hydroxylamine hydrochloride), [C-]1(C=CC=C1)C=O.[CH-]1C=CC=C1.[Fe+2] (ferrocenealdehyde), [OH-].[Na+] (sodium hydroxide). The solvent is C(C)O (ethanol), C(C)O (ethanol), O (water). Reaction conditions: time 5 hour. Yields the product [C-]1(C=CC=C1)C=NO.[CH-]1C=CC=C1.[Fe+2] (ferrocenealdoxime). Isolated yield 91.7%. As a reaction SMILES: [OH-:1].[Na+].Cl.[NH2:4]O.[C-:6]1([CH:11]=O)[CH:10]=[CH:9][CH:8]=[CH:7]1.[CH-:13]1[CH:17]=[CH:16][CH:15]=[CH:14]1.[Fe+2:18]>O.C(O)C>[C-:6]1([CH:11]=[N:4][OH:1])[CH:10]=[CH:9][CH:8]=[CH:7]1.[CH-:13]1[CH:17]=[CH:16][CH:15]=[CH:14]1.[Fe+2:18] |f:0.1,2.3,4.5.6,9.10.11|. Procedure details: A solution of 12 g (0.3 mole) of sodium hydroxide in 20 ml of water was added dropwise, while cooling, to a suspension of 20.9 g (0.3 mole) of hydroxylamine hydrochloride in 200 ml of ethanol and a solution of 42.8 g (0.2 mole) of ferrocenealdehyde in 200 ml of ethanol was then added. After boiling for 5 hours under reflux, the reaction mixture was cooled. The undissolved constitutents were filtered off, the filtrate was concentrated to dryness, the residue was suspended in water, the suspension... Starting materials: C#C (acetylene), ClC1=CC=C(CNC(=O)C=2C=NC3=CC(=CC=C3C2O)C#CCO)C=C1 (N-(4-Chlorobenzyl)-4-hydroxy-7-(3-hydroxy-1-propynyl)-3-quinolinecarboxamide). Reagents/catalysts: [Pd] (Pd/C). Solvent: CO (MeOH), C(Cl)Cl (CH2Cl2), CO (MeOH). Product: ClC1=CC=C(CNC(=O)C=2C=NC3=CC(=CC=C3C2O)CCCO)C=C1 (N-(4-Chlorobenzyl)-4-hydroxy-7-(3-hydroxypropyl)-3-quinoline-carboxamide). Yield: 47.6%. As a reaction SMILES: [Cl:1][C:2]1[CH:26]=[CH:25][C:5]([CH2:6][NH:7][C:8]([C:10]2[CH:11]=[N:12][C:13]3[C:18]([C:19]=2[OH:20])=[CH:17][CH:16]=[C:15]([C:21]#[C:22][CH2:23][OH:24])[CH:14]=3)=[O:9])=[CH:4][CH:3]=1.C#C>C(Cl)Cl.CO.[Pd]>[Cl:1][C:2]1[CH:3]=[CH:4][C:5]([CH2:6][NH:7][C:8]([C:10]2[CH:11]=[N:12][C:13]3[C:18]([C:19]=2[OH:20])=[CH:17][CH:16]=[C:15]([CH2:21][CH2:22][CH2:23][OH:24])[CH:14]=3)=[O:9])=[CH:25][CH:26]=1. Procedure details: A mixture of the title compound of Example 101 (0.190g) and Pd/C (10%, 37.9 mg) is dissolved in 3:1 CH2Cl2 :MeOH. The reaction mixture is placed under the Parr hydrogenator at 25 psi H2 and monitored with the OAMS for complete reduction of the acetylene. The reaction is filtered and fresh catalyst is added each time the reaction is taken off the Parr. The reaction is completed in 31/2 hrs and filtered over celite to remove the palladium. The filtrate is condensed to obtain a residue. The residue... Reactants: IC1=C(N)C=CC=C1 (2-iodoaniline), C(#C)C1=CC=C(C=C1)C (4-ethynyltoluene), O (water). The reagents and catalysts are [Pd](Cl)Cl.C1(=CC=CC=C1)P(C1=CC=CC=C1)C1=CC=CC=C1.C1(=CC=CC=C1)P(C1=CC=CC=C1)C1=CC=CC=C1 (bis(triphenylphosphine) palladium(II) chloride), [Cu](I)I (copper iodide). The solvent is C(C)NCC (diethylamine). Conditions: temperature 50 celsius, time 6 hour. Product: CC1=CC=C(C=C1)C#CC1=C(C=CC=C1)N ({2-[(4-Methylphenyl)ethynyl]phenyl}amine). The yield is 86.8%. As a reaction SMILES: I[C:2]1[CH:8]=[CH:7][CH:6]=[CH:5][C:3]=1[NH2:4].[C:9]([C:11]1[CH:16]=[CH:15][C:14]([CH3:17])=[CH:13][CH:12]=1)#[CH:10].O>C(NCC)C.[Pd](Cl)Cl.C1(P(C2C=CC=CC=2)C2C=CC=CC=2)C=CC=CC=1.C1(P(C2C=CC=CC=2)C2C=CC=CC=2)C=CC=CC=1.[Cu](I)I>[CH3:17][C:14]1[CH:15]=[CH:16][C:11]([C:9]#[C:10][C:2]2[CH:8]=[CH:7][CH:6]=[CH:5][C:3]=2[NH2:4])=[CH:12][CH:13]=1 |f:4.5.6|. Reported procedure: To 2-iodoaniline (2.19 g, 10.0 mmol) in diethylamine (40 ml) were added 4-ethynyltoluene (1.16 g, 10.0 mmol), bis(triphenylphosphine) palladium(II) chloride (702 mg, 1.00 mmol) and copper iodide (190 mg, 1.00 mmol) successively, and the mixture was stirred for 6 hours at 50° C. After adding water, the reaction mixture was extracted with ethyl acetate. The organic layer was washed with water and saturated brine, dried over anhydrous sodium sulfate and filtered. The solvent was removed in vacuo an... Starting materials: OCCC1CCN(CCCCl)CC1, [K+], [K+], N#CC1(c2ccc(OCCCN3CCCC3)cc2)CCOCC1, O=C([O-])[O-], CN(C)C=O. Yields the product N#CC1(c2ccc(OCCCN3CCC(CCO)CC3)cc2)CCOCC1. As a reaction SMILES: [Cl:24][CH2:25][CH2:26][CH2:27][N:28]1[CH2:29][CH2:30][CH:31]([CH2:34][CH2:35][OH:36])[CH2:32][CH2:33]1.[K+:37].[K+:38].[N:1]1([CH2:2][CH2:3][CH2:4][O:9][c:10]2[cH:11][cH:12][c:13]([C:16]3([C:22]#[N:23])[CH2:17][CH2:18][O:19][CH2:20][CH2:21]3)[cH:14][cH:15]2)[CH2:5][CH2:6][CH2:7][CH2:8]1.[O-:39][C:40]([O-:41])=[O:42].[O:43]=[CH:44][N:45]([CH3:46])[CH3:47]>>[O:9]([c:10]1[cH:11][cH:12][c:13]([C:16]2([C:22]#[N:23])[CH2:17][CH2:18][O:19][CH2:20][CH2:21]2)[cH:14][cH:15]1)[CH2:25][CH2:26][CH2:27][N:28]1[CH2:29][CH2:30][CH:31]([CH2:34][CH2:35][OH:36])[CH2:32][CH2:33]1. Starting materials: O.NN (Hydrazine hydrate), ClC1=NN=C(C2=CC=C(C=C12)OC)CC1=C(C=NC=C1Cl)Cl (4-chloro-1-(3,5-dichloro-pyridin-4-ylmethyl)-6-methoxy-phthalazine). Solvent: C(C)O (ethanol). The product is ClC=1C=NC=C(C1CC1=NN=C(C2=CC(=CC=C12)OC)NN)Cl ([4-(3,5-Dichloro-pyridin-4-ylmethyl)-7-methoxy-phthalazin-1-yl]-hydrazine). Isolated yield 109.1%. As a reaction SMILES: O.[NH2:2][NH2:3].Cl[C:5]1[C:14]2[C:9](=[CH:10][CH:11]=[C:12]([O:15][CH3:16])[CH:13]=2)[C:8]([CH2:17][C:18]2[C:23]([Cl:24])=[CH:22][N:21]=[CH:20][C:19]=2[Cl:25])=[N:7][N:6]=1>C(O)C>[Cl:25][C:19]1[CH:20]=[N:21][CH:22]=[C:23]([Cl:24])[C:18]=1[CH2:17][C:8]1[C:9]2[C:14](=[CH:13][C:12]([O:15][CH3:16])=[CH:11][CH:10]=2)[C:5]([NH:2][NH2:3])=[N:6][N:7]=1 |f:0.1|. Procedure details: Hydrazine hydrate (0.81 ml, 0.84 g, 16.8 mmoles) was added to a solution under N2 of 4-chloro-1-(3,5-dichloro-pyridin-4-ylmethyl)-6-methoxy-phthalazine (2 g, 5.6 mmoles), obtained as described in example 13, in ethanol (30 ml), and the mixture was kept under reflux for 24 hours, then cooled in ice and the resultant precipitate was filtered, washed with ethanol and ethyl ether and dried under vacuum at 50° C. to give 2.14 g of the title compound (stoichiometric yield). m.p.: 297-299° C. Starting materials: ClC1=CC=C(C=C1)N1N=C(C=C1CCC=O)CCCC (3-(1-(4-chlorophenyl)-3-butyl-1H-pyrazol-5-yl)propanal), FC1=C(C=CC=C1)N1CCNCC1 (1-(2-fluorophenyl)piperazine), [BH-](OC(=O)C)(OC(=O)C)OC(=O)C.[Na+] (NaBH(OAc)3). Yields the product FC1=C(C=CC=C1)N1CCN(CC1)CCCC1=CC(=NN1C1=CC=C(C=C1)Cl)CCCC (1-(2-fluorophenyl)-4-(3-(1-(4-chlorophenyl)-3-butyl-1H-pyrazol-5-yl)propyl)piperazine). As a reaction SMILES: [Cl:1][C:2]1[CH:7]=[CH:6][C:5]([N:8]2[C:12]([CH2:13][CH2:14][CH:15]=O)=[CH:11][C:10]([CH2:17][CH2:18][CH2:19][CH3:20])=[N:9]2)=[CH:4][CH:3]=1.[F:21][C:22]1[CH:27]=[CH:26][CH:25]=[CH:24][C:23]=1[N:28]1[CH2:33][CH2:32][NH:31][CH2:30][CH2:29]1.[BH-](OC(C)=O)(OC(C)=O)OC(C)=O.[Na+]>>[F:21][C:22]1[CH:27]=[CH:26][CH:25]=[CH:24][C:23]=1[N:28]1[CH2:33][CH2:32][N:31]([CH2:15][CH2:14][CH2:13][C:12]2[N:8]([C:5]3[CH:6]=[CH:7][C:2]([Cl:1])=[CH:3][CH:4]=3)[N:9]=[C:10]([CH2:17][CH2:18][CH2:19][CH3:20])[CH:11]=2)[CH2:30][CH2:29]1 |f:2.3|. Procedure details: 98.4 mg (78.5%) of target compound was obtained by using a method same as in Example 1 by using 3-(1-(4-chlorophenyl)-3-butyl-1H-pyrazol-5-yl)propanal (80.1 mg, 0.275 mmol), 1-(2-fluorophenyl)piperazine (65 mL, 0.413 mmol), and NaBH(OAc)3 (198 mg, 0.936 mmol). Starting materials: CNC (dimethylamine), solution, C1(=CC=CC=C1)C1=NN2C(N=CC=C2)=C1CC(=O)O (2-phenylpyrazolo[1,5-a]pyrimidine-3-acetic acid), C(=O)(N1C=NC=C1)N1C=NC=C1 (1,1'-carbonyldiimidazole). Run in O1CCCC1 (tetrahydrofuran), O1CCCC1 (tetrahydrofuran). Run at time 4 hour. The product is CN(C(CC=1C(=NN2C1N=CC=C2)C2=CC=CC=C2)=O)C (N,N-Dimethyl-2-phenylpyrazolo[1.5-a]pyrimidine-3-acetamide). Isolated yield 76.0%. As a reaction SMILES: [C:1]1([C:7]2[C:15]([CH2:16][C:17]([OH:19])=O)=[C:10]3[N:11]=[CH:12][CH:13]=[CH:14][N:9]3[N:8]=2)[CH:6]=[CH:5][CH:4]=[CH:3][CH:2]=1.[C:20](N1C=CN=C1)([N:22]1C=CN=[CH:23]1)=O.CNC>O1CCCC1>[CH3:20][N:22]([CH3:23])[C:17](=[O:19])[CH2:16][C:15]1[C:7]([C:1]2[CH:2]=[CH:3][CH:4]=[CH:5][CH:6]=2)=[N:8][N:9]2[CH:14]=[CH:13][CH:12]=[N:11][C:10]=12. Procedure: A mixture of 3.5 g (0.013 mole) of 2-phenylpyrazolo[1,5-a]pyrimidine-3-acetic acid and 2.24 g (0.013 mole) of 1,1'-carbonyldiimidazole in 150 ml of anhydrous tetrahydrofuran was stirred for 4 hours under a nitrogen atmosphere. A solution of dimethylamine in tetrahydrofuran (14.0 ml of a 2.95M solution; 0.0414 mole) was added. The mixture was stirred at room temperature for one hour. The solvent was evaporated under reduced pressure, and the residue was dissolved in methylene chloride (100 ml). T...